describe an organic reaction: reactants, conditions, products, and yield From a dataset of the Open Reaction Database (ORD), a public repository of structured organic reaction records. Reactants: ClCCl, OCCCCCOc1nnnn1-c1ccccc1, Cc1ccc(S(=O)(=O)Cl)cc1, c1ccncc1. Product: Cc1ccc(S(=O)(=O)OCCCCCOc2nnnn2-c2ccccc2)cc1. As a reaction SMILES: [Cl:36][CH2:37][Cl:38].[OH:18][CH2:19][CH2:20][CH2:21][CH2:22][CH2:23][O:24][c:25]1[n:26][n:27][n:28][n:29]1-[c:30]1[cH:31][cH:32][cH:33][cH:34][cH:35]1.[c:7]1([CH3:17])[cH:8][cH:9][c:10]([S:13](=[O:14])(=[O:15])[Cl:16])[cH:11][cH:12]1.[cH:1]1[cH:2][cH:3][n:4][cH:5][cH:6]1>>[c:7]1([CH3:17])[cH:8][cH:9][c:10]([S:13](=[O:14])(=[O:15])[O:18][CH2:19][CH2:20][CH2:21][CH2:22][CH2:23][O:24][c:25]2[n:26][n:27][n:28][n:29]2-[c:30]2[cH:31][cH:32][cH:33][cH:34][cH:35]2)[cH:11][cH:12]1. The reactants are C(C)OC(CN1C(C2=CC=C(C=C2C1=O)OC1=CC=C(C=C1)OCCC)=O)=O ([1,3-dioxo-5-(4-propoxy-phenoxy)-1,3-dihydro-isoindol-2-yl]-acetic acid ethyl ester), [O-]CCCC.[Na+] (sodium butoxide), C(CCC)O (butanol), Cl (HCl). The product is C(CCC)OC(=O)C=1NC(C2=CC=C(C=C2C1O)OC1=CC=C(C=C1)OCCC)=O (4-Hydroxy-1-oxo-6-(4-propoxy-phenoxy)-1,2-dihydro-isoquinoline-3-carboxylic acid butyl ester). RXN SMILES: [CH2:1]([O:3][C:4](=[O:28])[CH2:5][N:6]1[C:14](=[O:15])[C:13]2[C:8](=[CH:9][CH:10]=[C:11]([O:16][C:17]3[CH:22]=[CH:21][C:20]([O:23][CH2:24][CH2:25][CH3:26])=[CH:19][CH:18]=3)[CH:12]=2)[C:7]1=[O:27])[CH3:2].[O-][CH2:30][CH2:31]CC.[Na+].C(O)CCC.Cl>>[CH2:1]([O:3][C:4]([C:5]1[NH:6][C:7](=[O:27])[C:8]2[C:13]([C:14]=1[OH:15])=[CH:12][C:11]([O:16][C:17]1[CH:22]=[CH:21][C:20]([O:23][CH2:24][CH2:25][CH3:26])=[CH:19][CH:18]=1)=[CH:10][CH:9]=2)=[O:28])[CH2:2][CH2:30][CH3:31] |f:1.2|. Reported procedure: A mixture of [1,3-dioxo-5-(4-propoxy-phenoxy)-1,3-dihydro-isoindol-2-yl]-acetic acid ethyl ester (2.485 g, 6.48 mmol), sodium butoxide, and butanol (14.3 mmol, 27 mL butanol) was heated at 90° C. to 100° C. for 2 h. Then the reaction mixture was allowed to cool to ambient temperature, acidified with 2 M HCl to pH 3-4, and extracted with EtOAc. The organic phase was then washed with water and saturated NaCl solution, dried over anhydrous sodium sulfate, and concentrated in vacuo. The residue was ... The reactants are Cc1ccc(S(=O)(=O)OCCc2ccc(C#N)cc2)cc1, CCO, ClCCl, [K+], [K+], Nc1cccc(S)c1, O=C([O-])[O-]. The product is N#Cc1ccc(CCSc2cccc(N)c2)cc1. As a reaction SMILES: [C:9](#[N:10])[c:11]1[cH:12][cH:13][c:14]([CH2:17][CH2:18][O:19][S:20]([c:21]2[cH:22][cH:23][c:24]([CH3:25])[cH:26][cH:27]2)(=[O:28])=[O:29])[cH:15][cH:16]1.[CH3:36][CH2:37][OH:38].[Cl:39][CH2:40][Cl:41].[K+:30].[K+:31].[NH2:1][c:2]1[cH:3][c:4]([SH:8])[cH:5][cH:6][cH:7]1.[O-:32][C:33]([O-:34])=[O:35]>>[NH2:1][c:2]1[cH:3][c:4]([S:8][CH2:18][CH2:17][c:14]2[cH:13][cH:12][c:11]([C:9]#[N:10])[cH:16][cH:15]2)[cH:5][cH:6][cH:7]1.